This data is from the Open Reaction Database (ORD), a public repository of structured organic reaction records. The task is: describe an organic reaction: reactants, conditions, products, and yield The reactants are CC1=CC(=NC(=C1)C)N1C(=CC=C1C)C (4,6-dimethyl-2-(2,5-dimethylpyrrol-1-yl)pyridine), BrC[C@H](C)N1C(=CC=C1C)C ((S)-1-(2-bromo-1-methylethyl)-2,5-dimethylpyrrole). Product: CC1=CC(=NC(=C1)CC[C@H](C)N1C(=CC=C1C)C)N1C(=CC=C1C)C ((S)-4-methyl-2-(2,5-dimethylpyrrol-1-yl)-6-(3-(2,5-dimethylpyrrol-1-yl)-3-methylpropyl)pyridine). RXN SMILES: [CH3:1][C:2]1[CH:7]=[C:6]([CH3:8])[N:5]=[C:4]([N:9]2[C:13]([CH3:14])=[CH:12][CH:11]=[C:10]2[CH3:15])[CH:3]=1.Br[CH2:17][C@@H:18]([N:20]1[C:24]([CH3:25])=[CH:23][CH:22]=[C:21]1[CH3:26])[CH3:19]>>[CH3:1][C:2]1[CH:7]=[C:6]([CH2:8][CH2:17][C@@H:18]([N:20]2[C:24]([CH3:25])=[CH:23][CH:22]=[C:21]2[CH3:26])[CH3:19])[N:5]=[C:4]([N:9]2[C:13]([CH3:14])=[CH:12][CH:11]=[C:10]2[CH3:15])[CH:3]=1. Procedure details: By analogy to Example 71, Step A, the anion of 4,6-dimethyl-2-(2,5-dimethylpyrrol-1-yl)pyridine was alkylated with (S)-1-(2-bromo-1-methylethyl)-2,5-dimethylpyrrole to give (S)-4-methyl-2-(2,5-dimethylpyrrol-1-yl)-6-(3-(2,5-dimethylpyrrol-1-yl)-3-methylpropyl)pyridine. The reactants are ClC=1C=C2CC(N(C2=NC1)CC)=O (5-chloro-1-ethyl-7-azaoxindole), S1C(=CC=C1)C(=O)Cl (thiophene-2-carbonyl chloride), ice water. The reagents and catalysts are CN(C1=CC=NC=C1)C (4-dimethylaminopyridine). Solvent: CN(C)C=O (DMF). Conditions: time 2 hour. Product: ClC=1C=C2C(C(N(C2=NC1)CC)=O)C(C1=CC=CS1)=O (5-Chloro-1-ethyl-3-(2-thenoyl)-7-azaoxindole). As a reaction SMILES: [Cl:1][C:2]1[CH:3]=[C:4]2[C:8](=[N:9][CH:10]=1)[N:7]([CH2:11][CH3:12])[C:6](=[O:13])[CH2:5]2.[S:14]1[CH:18]=[CH:17][CH:16]=[C:15]1[C:19](Cl)=[O:20]>CN(C)C1C=CN=CC=1.CN(C=O)C>[Cl:1][C:2]1[CH:3]=[C:4]2[C:8](=[N:9][CH:10]=1)[N:7]([CH2:11][CH3:12])[C:6](=[O:13])[CH:5]2[C:19](=[O:20])[C:15]1[S:14][CH:18]=[CH:17][CH:16]=1. Reported procedure: To a solution of 5-chloro-1-ethyl-7-azaoxindole (400 mg, 2.03 mmol) and 4-dimethylaminopyridine (537 mg, 4.4 mmol) in DMF (10 mL) at 0° C. was added thiophene-2-carbonyl chloride (0.24 mL, 2.24 mmol). The reaction mixture was stirred at room temperature for 2 hours and then poured into ice/water. The mixture was extracted with ethyl acetate. The organic layer was washed with water and brine, dried (magnesium sulfate) and concentrated in vacuo. The residue was chromatographed on a column of silic... Starting materials: NC(=O)C1(c2cc(F)cc(Br)c2F)CCOCC1, O=C([O-])[O-], C1COCCO1, Cn1nccc1-c1ccc(S)cc1, [Cs+], [Cs+]. Yields the product Cn1nccc1-c1ccc(Sc2cc(F)cc(C3(C(N)=O)CCOCC3)c2F)cc1. Reaction SMILES: [Br:1][c:2]1[c:3]([F:18])[c:4]([C:9]2([C:15](=[O:16])[NH2:17])[CH2:10][CH2:11][O:12][CH2:13][CH2:14]2)[cH:5][c:6]([F:8])[cH:7]1.[C:32](=[O:33])([O-:34])[O-:35].[CH2:38]1[O:39][CH2:40][CH2:41][O:42][CH2:43]1.[CH3:19][n:20]1[n:21][cH:22][cH:23][c:24]1-[c:25]1[cH:26][cH:27][c:28]([SH:31])[cH:29][cH:30]1.[Cs+:36].[Cs+:37]>>[c:2]1([S:31][c:28]2[cH:27][cH:26][c:25](-[c:24]3[n:20]([CH3:19])[n:21][cH:22][cH:23]3)[cH:30][cH:29]2)[c:3]([F:18])[c:4]([C:9]2([C:15](=[O:16])[NH2:17])[CH2:10][CH2:11][O:12][CH2:13][CH2:14]2)[cH:5][c:6]([F:8])[cH:7]1. Reactants: COC1=NC(=C(C=C1CCN1C(C=2C(C1=O)=CC=CC2)=O)CC)C (2-methoxy-3-(2-phthalimidoethyl)-5-ethyl-6-methyl pyridine), Cl.N1=CC=CC=C1 (pyridine hydrochloride). Product: C1(C=2C(C(N1CCC=1C(NC(=C(C1)CC)C)=O)=O)=CC=CC2)=O (3-(2-phthalimidoethyl)-5-ethyl-6-methylpyridin-2(1H)-one). Reaction SMILES: C[O:2][C:3]1[C:8]([CH2:9][CH2:10][N:11]2[C:15](=[O:16])[C:14]3=[CH:17][CH:18]=[CH:19][CH:20]=[C:13]3[C:12]2=[O:21])=[CH:7][C:6]([CH2:22][CH3:23])=[C:5]([CH3:24])[N:4]=1.Cl.N1C=CC=CC=1>>[C:12]1(=[O:21])[N:11]([CH2:10][CH2:9][C:8]2[C:3](=[O:2])[NH:4][C:5]([CH3:24])=[C:6]([CH2:22][CH3:23])[CH:7]=2)[C:15](=[O:16])[C:14]2=[CH:17][CH:18]=[CH:19][CH:20]=[C:13]12 |f:1.2|. Procedure details: 2-methoxy-3-(2-phthalimidoethyl)-5-ethyl-6-methyl pyridine is heated at 150° C. for 5-10 minutes in the presence of excess pyridine hydrochloride to give the above titled product. The reactants are CCN=C=NCCCN(C)C, ClCCl, Cl, CNC(=O)c1c(-c2ccc(F)cc2)oc2ccc(-c3cc(C(=O)O)c(OC)cc3C)cc12, O, On1nnc2ccccc21, NC1(c2cnccn2)CC1. Yields the product CNC(=O)c1c(-c2ccc(F)cc2)oc2ccc(-c3cc(C(=O)NC4(c5cnccn5)CC4)c(OC)cc3C)cc12. RXN SMILES: [CH3:43][CH2:44][N:45]=[C:46]=[N:47][CH2:48][CH2:49][CH2:50][N:51]([CH3:52])[CH3:53].[Cl:65][CH2:66][Cl:67].[ClH:54].[F:1][c:2]1[cH:3][cH:4][c:5](-[c:8]2[o:9][c:10]3[c:11]([c:12]2[C:13]([NH:14][CH3:15])=[O:16])[cH:17][c:18](-[c:21]2[c:22]([CH3:32])[cH:23][c:24]([O:30][CH3:31])[c:25]([C:26](=[O:27])[OH:28])[cH:29]2)[cH:19][cH:20]3)[cH:6][cH:7]1.[OH2:68].[OH:55][n:56]1[c:57]2[c:58]([cH:59][cH:60][cH:61][cH:62]2)[n:63][n:64]1.[n:33]1[c:34]([C:39]2([NH2:42])[CH2:40][CH2:41]2)[cH:35][n:36][cH:37][cH:38]1>>[F:1][c:2]1[cH:3][cH:4][c:5](-[c:8]2[o:9][c:10]3[c:11]([c:12]2[C:13]([NH:14][CH3:15])=[O:16])[cH:17][c:18](-[c:21]2[c:22]([CH3:32])[cH:23][c:24]([O:30][CH3:31])[c:25]([C:26](=[O:27])[NH:42][C:39]4([c:34]5[n:33][cH:38][cH:37][n:36][cH:35]5)[CH2:40][CH2:41]4)[cH:29]2)[cH:19][cH:20]3)[cH:6][cH:7]1.